This data is from the Open Reaction Database (ORD), a public repository of structured organic reaction records. The task is: describe an organic reaction: reactants, conditions, products, and yield Run in CCOC(=O)C (EtOAc). Reported procedure: The title compound was prepared according to the procedure described in Example 1 (Step e) using N-((1R)-1-[(4-chlorophenyl)methyl]-2-(4-[2-(hydroxyethyl)phenyl]piperidyl)-2-oxoethyl)(tert-butoxy)carboxamide (Step d) (0.976 g, 2.0 mmol) and satd anhydrous HCl in EtOAc (30 mL). The title compound was obtained as a white solid (0.846 g). MS (ESI, pos. ion) m/z: 387 (M+1) MS (EST, neg. ion) m/z: 385 (M−1). Calc'd for C22H27ClN2O2: 386.18. The reactants are ClC1=CC=C(C=C1)C[C@H](C(=O)N1CCC(CC1)C1=C(C=CC=C1)CCO)NC(=O)OC(C)(C)C (N-((1R)-1-[(4-Chlorophenyl)methyl]-2-{4-[2-(hydroxyethyl)phenyl]piperidyl}-2-oxoethyl)(tert-butoxy)carboxamide), Cl (HCl). As a reaction SMILES: [Cl:1][C:2]1[CH:7]=[CH:6][C:5]([CH2:8][C@@H:9]([NH:27]C(OC(C)(C)C)=O)[C:10]([N:12]2[CH2:17][CH2:16][CH:15]([C:18]3[CH:23]=[CH:22][CH:21]=[CH:20][C:19]=3[CH2:24][CH2:25][OH:26])[CH2:14][CH2:13]2)=[O:11])=[CH:4][CH:3]=1.Cl>CCOC(C)=O>[ClH:1].[NH2:27][C@H:9]([CH2:8][C:5]1[CH:6]=[CH:7][C:2]([Cl:1])=[CH:3][CH:4]=1)[C:10]([N:12]1[CH2:17][CH2:16][CH:15]([C:18]2[CH:23]=[CH:22][CH:21]=[CH:20][C:19]=2[CH2:24][CH2:25][OH:26])[CH2:14][CH2:13]1)=[O:11] |f:3.4|. Product: Cl.N[C@@H](C(=O)N1CCC(CC1)C1=C(C=CC=C1)CCO)CC1=CC=C(C=C1)Cl ((2R)-2-Amino-3-(4-chlorophenyl)-1-{4-[2-(hydroxyethyl)phenyl]piperidyl}-propan-1-one hydrochloride), solid. Reactants: CC1(C)OB(c2ccc(N3CC(Cn4ccnn4)OC3=O)cc2F)OC1(C)C, [Na+], [Na+], O=C([O-])[O-], OCC1OC(OCC2CC(c3ccc(Br)cn3)=NO2)C(O)C(O)C1O, CN(C)C=O, O, c1ccc([PH](c2ccccc2)(c2ccccc2)[Pd-4]([PH](c2ccccc2)(c2ccccc2)c2ccccc2)([PH](c2ccccc2)(c2ccccc2)c2ccccc2)[PH](c2ccccc2)(c2ccccc2)c2ccccc2)cc1. The product is O=C1OC(Cn2ccnn2)CN1c1ccc(-c2ccc(C3=NOC(COC4OC(CO)C(O)C(O)C4O)C3)nc2)c(F)c1. As a reaction SMILES: [F:26][c:27]1[cH:28][c:29]([N:42]2[C:43](=[O:53])[O:44][CH:45]([CH2:47][n:48]3[n:49][n:50][cH:51][cH:52]3)[CH2:46]2)[cH:30][cH:31][c:32]1[B:33]1[O:34][C:35]([CH3:36])([CH3:37])[C:38]([CH3:39])([CH3:40])[O:41]1.[Na+:54].[Na+:55].[O-:56][C:57](=[O:58])[O-:59].[O:1]([CH:2]1[CH:3]([OH:4])[CH:5]([OH:6])[CH:7]([OH:8])[CH:9]([CH2:11][OH:12])[O:10]1)[CH2:13][CH:14]1[CH2:15][C:16]([c:19]2[n:20][cH:21][c:22]([Br:25])[cH:23][cH:24]2)=[N:17][O:18]1.[O:60]=[CH:61][N:62]([CH3:63])[CH3:64].[OH2:65].[c:66]1([PH:67]([Pd-4:68]([PH:69]([c:70]2[cH:71][cH:72][cH:73][cH:74][cH:75]2)([c:76]2[cH:77][cH:78][cH:79][cH:80][cH:81]2)[c:82]2[cH:83][cH:84][cH:85][cH:86][cH:87]2)([PH:88]([c:89]2[cH:90][cH:91][cH:92][cH:93][cH:94]2)([c:95]2[cH:96][cH:97][cH:98][cH:99][cH:100]2)[c:101]2[cH:102][cH:103][cH:104][cH:105][cH:106]2)[PH:107]([c:108]2[cH:109][cH:110][cH:111][cH:112][cH:113]2)([c:114]2[cH:115][cH:116][cH:117][cH:118][cH:119]2)[c:120]2[cH:121][cH:122][cH:123][cH:124][cH:125]2)([c:126]2[cH:127][cH:128][cH:129][cH:130][cH:131]2)[c:132]2[cH:133][cH:134][cH:135][cH:136][cH:137]2)[cH:138][cH:139][cH:140][cH:141][cH:142]1>>[O:1]([CH:2]1[CH:3]([OH:4])[CH:5]([OH:6])[CH:7]([OH:8])[CH:9]([CH2:11][OH:12])[O:10]1)[CH2:13][CH:14]1[CH2:15][C:16]([c:19]2[n:20][cH:21][c:22](-[c:32]3[c:27]([F:26])[cH:28][c:29]([N:42]4[C:43](=[O:53])[O:44][CH:45]([CH2:47][n:48]5[n:49][n:50][cH:51][cH:52]5)[CH2:46]4)[cH:30][cH:31]3)[cH:23][cH:24]2)=[N:17][O:18]1.